Task: describe an organic reaction: reactants, conditions, products, and yield. Dataset: the Open Reaction Database (ORD), a public repository of structured organic reaction records Reactants: C(CC1=CC=CC=C1)O (phenethyl alcohol), [H-].[K+] (Potassium hydride), IC[Sn](CCCC)(CCCC)CCCC (iodomethyltributyltin). Solvent: hexanes, C1CCOC1 (THF). Run at temperature 0 celsius. Yields the product C(CCC)[Sn](COCCC1=CC=CC=C1)(CCCC)CCCC (tributyl-phenethyloxymethyl-stannane). The yield is 87.7%. As a reaction SMILES: [H-].[K+].[CH2:3]([OH:11])[CH2:4][C:5]1[CH:10]=[CH:9][CH:8]=[CH:7][CH:6]=1.I[CH2:13][Sn:14]([CH2:23][CH2:24][CH2:25][CH3:26])([CH2:19][CH2:20][CH2:21][CH3:22])[CH2:15][CH2:16][CH2:17][CH3:18]>C1COCC1>[CH2:23]([Sn:14]([CH2:15][CH2:16][CH2:17][CH3:18])([CH2:19][CH2:20][CH2:21][CH3:22])[CH2:13][O:11][CH2:3][CH2:4][C:5]1[CH:10]=[CH:9][CH:8]=[CH:7][CH:6]=1)[CH2:24][CH2:25][CH3:26] |f:0.1|. Procedure details: Potassium hydride (35 wt % in mineral oil, 2.29 g, 20.0 mmol, 2.0 equiv) was stirred in hexanes (10 mL) for 5 min, and then stirring was stopped and the solid allowed to settle. Most of the hexanes layer was removed by pipette, and the residual solvent removed under vacuum. The resulting dry KH powder was suspended in THF (20 mL) and phenethyl alcohol (1.22 g, 10.0 mmol, 1 equiv) was added (causing gas evolution). After stirring at 23° C. for 2.5 h, a thick precipitate formed. The mixture was co... Starting materials: CC1(C=2C=CC(=CC2C(=CC1)C1=CC=C(C=C1)C)C(=S)NC1=CC=C(C(=O)OCC)C=C1)C (ethyl 4[[(5,6-dihydro-5,5-dimethyl-8-(4-methylphenyl)-2-naphthalenyl)thiocarbonyl]amino]-benzoate), CC1(C=2C=CC(=CC2C(=CC1)C1=CC=C(C=C1)C)C(=S)NC1=CC=C(C(=O)OCC)C=C1)C (ethyl 4[[(5,6-dihydro-5,5-dimethyl-8-(4-methylphenyl)-2-naphthalenyl)thiocarbonyl]amino]-benzoate), [OH-].[Na+] (NaOH), aqueous solution. The solvent is CCO (EtOH), C1CCOC1 (THF). Reaction conditions: time 8 hour. Product: CC1(C=2C=CC(=CC2C(=CC1)C1=CC=C(C=C1)C)C(=S)NC1=CC=C(C(=O)O)C=C1)C (4-[[(5,6-Dihydro-5,5-dimethyl-8-(4-methylphenyl)-2-naphthalenyl)thiocarbonyl]amino]-benzoic acid). Reaction SMILES: [CH3:1][C:2]1([CH3:33])[CH2:11][CH:10]=[C:9]([C:12]2[CH:17]=[CH:16][C:15]([CH3:18])=[CH:14][CH:13]=2)[C:8]2[CH:7]=[C:6]([C:19]([NH:21][C:22]3[CH:32]=[CH:31][C:25]([C:26]([O:28]CC)=[O:27])=[CH:24][CH:23]=3)=[S:20])[CH:5]=[CH:4][C:3]1=2.[OH-].[Na+]>CCO.C1COCC1>[CH3:1][C:2]1([CH3:33])[CH2:11][CH:10]=[C:9]([C:12]2[CH:17]=[CH:16][C:15]([CH3:18])=[CH:14][CH:13]=2)[C:8]2[CH:7]=[C:6]([C:19]([NH:21][C:22]3[CH:23]=[CH:24][C:25]([C:26]([OH:28])=[O:27])=[CH:31][CH:32]=3)=[S:20])[CH:5]=[CH:4][C:3]1=2 |f:1.2|. Reported procedure: To a solution of 84.0 mg (0.184 mmol) ethyl 4[[(5,6-dihydro-5,5-dimethyl-8-(4-methylphenyl)-2-naphthalenyl)thiocarbonyl]amino]-benzoate (Compound 42) in 2.0 ml EtOH and 2.0 ml of THF was added 60.0 mg NaOH (1.50 mmol, 1.5 ml of a 1 M aqueous solution). After stirring at room temperature overnight, the reaction was quenched by the addition of 10% HCl. Extraction with EtOAc, and drying of the organic layers over MgSO4, provided a solid after removal of the solvent under reduced pressure. Crystalli... Reactants: COC(CCC1=NC=CC=C1OCCCOC1=C(C(=C(C=C1)C(C)=O)O)CCC)=O (3-{3-[3-(4-acetyl-3-hydroxy-2-propylphenoxy)-propoxy]-2-pyridyl}-propionic acid methyl ester), C([O-])([O-])=O.[Cs+].[Cs+] (cesium carbonate), IC (iodomethane). Yields the product COC(CCC1=NC=CC=C1OCCCOC1=C(C(=C(C=C1)C(C)=O)OC)CCC)=O (3-{3-[3-(4-acetyl-3-methoxy-2-propylphenoxy)-propoxy]-2-pyridyl}-propionic acid methyl ester). Yield: 91.9%. Reaction SMILES: [CH3:1][O:2][C:3](=[O:30])[CH2:4][CH2:5][C:6]1[C:11]([O:12][CH2:13][CH2:14][CH2:15][O:16][C:17]2[CH:22]=[CH:21][C:20]([C:23](=[O:25])[CH3:24])=[C:19]([OH:26])[C:18]=2[CH2:27][CH2:28][CH3:29])=[CH:10][CH:9]=[CH:8][N:7]=1.[C:31](=O)([O-])[O-].[Cs+].[Cs+].IC>>[CH3:1][O:2][C:3](=[O:30])[CH2:4][CH2:5][C:6]1[C:11]([O:12][CH2:13][CH2:14][CH2:15][O:16][C:17]2[CH:22]=[CH:21][C:20]([C:23](=[O:25])[CH3:24])=[C:19]([O:26][CH3:31])[C:18]=2[CH2:27][CH2:28][CH3:29])=[CH:10][CH:9]=[CH:8][N:7]=1 |f:1.2.3|. Procedure details: Under the conditions of example 2 A, 600 mg of 3-{3-[3-(4-acetyl-3-hydroxy-2-propylphenoxy)-propoxy]-2-pyridyl}-propionic acid methyl ester in the presence of 940 mg of cesium carbonate instead of potassium carbonate is reacted with 205 mg of iodomethane, worked up, and the crude product is chromatographed on silica gel with hexane/0-10% ethyl acetate. 570 mg of 3-{3-[3-(4-acetyl-3-methoxy-2-propylphenoxy)-propoxy]-2-pyridyl}-propionic acid methyl ester is obtained as oil. Reactants: C(#N)CCC(C(=O)OCC)(O)P(=O)(OCC)OCC (ethyl 4-cyano-2-diethoxyphosphinyl-2-hydroxybutanoate), C[Si](C)(C)Br (trimethylsilyl bromide), O (water). Run in C(Cl)(Cl)Cl (CHCl3). Reaction conditions: time 1 day. Yields the product C(#N)CCC(C(=O)O)(P(=O)(O)O)O (4-Cyano-2-hydroxy-2-phosphonobutanoic Acid). Reaction SMILES: [C:1]([CH2:3][CH2:4][C:5]([P:12]([O:17]CC)([O:14]CC)=[O:13])([OH:11])[C:6]([O:8]CC)=[O:7])#[N:2].C[Si](Br)(C)C.O>C(Cl)(Cl)Cl>[C:1]([CH2:3][CH2:4][C:5]([OH:11])([P:12]([OH:14])([OH:17])=[O:13])[C:6]([OH:8])=[O:7])#[N:2]. Procedure details: A solution of 2.77 g (0.01 mole) of ethyl 4-cyano-2-diethoxyphosphinyl-2-hydroxybutanoate in 30 ml of CHCl3 is treated with 10.7 g (0.07 mole) of trimethylsilyl bromide. The solution is stirred at 50° for about one day. It's cooled to room temperature, and water is added. The mixture is stirred for about 30 minutes. The layers are separated, and the water layer is washed several times with CHCl3. The water layer is evaporated to dryness under vacuum, and the residue is triturated with acetone to...